From a dataset of the Open Reaction Database (ORD), a public repository of structured organic reaction records. describe an organic reaction: reactants, conditions, products, and yield As a reaction SMILES: [CH3:1][C:2]1[CH:3]=[C:4]([OH:10])[C:5](=[CH:8][CH:9]=1)[CH:6]=[O:7].C(=O)([O-])[O-].[K+].[K+].Br[CH:18]([CH3:23])[C:19]([O:21][CH3:22])=[O:20]>CC(=O)CC>[CH:6]([C:5]1[CH:8]=[CH:9][C:2]([CH3:1])=[CH:3][C:4]=1[O:10][CH:18]([CH3:23])[C:19]([O:21][CH3:22])=[O:20])=[O:7] |f:1.2.3|. Conditions: temperature 70 celsius. Procedure details: A mixture of 6.0 g (0.0441 mole) of 4-methylsalicylaldehyde, 7.31 g (0.0529 mole) of potassium carbonate, and 8.62 g (0.0529 mole) of methyl 2-bromopropionate in 50 mL of 2-butanone was heated at 70° C. for approximately seventeen hours. The mixture was then filtered, and the filtrate was evaporated under reduced pressure, leaving a light yellow oil as a residue. This oil was placed on a silica gel column and eluted first with diethyl ether/petroleum ether (25/75) and then with diethyl ether. Af... Starting materials: CC=1C=C(C(C=O)=CC1)O (4-methylsalicylaldehyde), C([O-])([O-])=O.[K+].[K+] (potassium carbonate), BrC(C(=O)OC)C (methyl 2-bromopropionate). Solvent: CC(CC)=O (2-butanone). The product is C(=O)C1=C(OC(C(=O)OC)C)C=C(C=C1)C (Methyl 2-(formyl-5-methylphenoxy)propionate). The reactants are example 4 ( d ), C(C)(C)(C)OC(=O)N1CCN(CC1)C=1SC(=CN1)S(=O)(=O)C (4-(5-methanesulfonyl-thiazol-2-yl)-piperazine-1-carboxylic acid tert-butyl ester), Cl (hydrogen chloride). The product is Cl.CS(=O)(=O)C1=CN=C(S1)N1CCNCC1 (1-(5-Methanesulfonyl-thiazol-2-yl)-piperazine hydrochloride). The yield is 99.0%. RXN SMILES: C(OC([N:8]1[CH2:13][CH2:12][N:11]([C:14]2[S:15][C:16]([S:19]([CH3:22])(=[O:21])=[O:20])=[CH:17][N:18]=2)[CH2:10][CH2:9]1)=O)(C)(C)C.[ClH:23]>>[ClH:23].[CH3:22][S:19]([C:16]1[S:15][C:14]([N:11]2[CH2:12][CH2:13][NH:8][CH2:9][CH2:10]2)=[N:18][CH:17]=1)(=[O:20])=[O:21] |f:2.3|. Procedure: Prepared in analogy to example 4 (d) from 4-(5-methanesulfonyl-thiazol-2-yl)-piperazine-1-carboxylic acid tert-butyl ester and hydrogen chloride solution. The crude material was purified by recrystallisation from ether to afford the title compound as a light brown crystalline solid (yield 99%). MS (m/e): 248.1 (M+H+, 100%). The reactants are C, CCOC(C)=O, CC(NC(=O)OC(C)(C)C)C(=O)N1CCCC1C(=O)OCc1ccccc1, CO, CCCCCC, [H][H], [Pd]. Yields the product CC(NC(=O)OC(C)(C)C)C(=O)N1CCCC1C(=O)O. As a reaction SMILES: [C:32].[C:40]([O:41][CH2:42][CH3:43])(=[O:44])[CH3:45].[CH2:1]([c:2]1[cH:3][cH:4][cH:5][cH:6][cH:7]1)[O:8][C:9]([CH:10]1[N:11]([C:15]([CH:16]([NH:17][C:18](=[O:19])[O:20][C:21]([CH3:22])([CH3:23])[CH3:24])[CH3:25])=[O:26])[CH2:12][CH2:13][CH2:14]1)=[O:27].[CH3:30][OH:31].[CH3:34][CH2:35][CH2:36][CH2:37][CH2:38][CH3:39].[H:28][H:29].[Pd:33]>>[O:8]=[C:9]([CH:10]1[N:11]([C:15]([CH:16]([NH:17][C:18](=[O:19])[O:20][C:21]([CH3:22])([CH3:23])[CH3:24])[CH3:25])=[O:26])[CH2:12][CH2:13][CH2:14]1)[OH:27]. The reactants are C(CCC)OC1=CC=C(C2=C1N(C(=N2)CCCC)CC2=CC=C(C=C2)C=2C(=CC=CC2)C(=O)OC(C)(C)C)C (tert.butyl 4'-[(7-n-butoxy-2-n-butyl-4-methyl-benzimidazol-1-yl)-methyl]biphenyl-2-carboxylate). Run in C(Cl)Cl.C(C)O (methylene chloride ethanol). Yields the product C(C)C1=NC2=C(N1CC1=CC=C(C=C1)C=1C(=CC=CC1)C(=O)OC(C)(C)C)C=CC=C2 (tert.butyl 4'-[(2-ethyl-benzimidazol-1-yl)-methyl]-biphenyl-2-carboxylate). As a reaction SMILES: C(O[C:6]1[C:11]2[N:12]([CH2:19][C:20]3[CH:25]=[CH:24][C:23]([C:26]4[C:27]([C:32]([O:34][C:35]([CH3:38])([CH3:37])[CH3:36])=[O:33])=[CH:28][CH:29]=[CH:30][CH:31]=4)=[CH:22][CH:21]=3)[C:13]([CH2:15][CH2:16]CC)=[N:14][C:10]=2[C:9](C)=[CH:8][CH:7]=1)CCC>C(Cl)Cl.C(O)C>[CH2:15]([C:13]1[N:12]([CH2:19][C:20]2[CH:21]=[CH:22][C:23]([C:26]3[C:27]([C:32]([O:34][C:35]([CH3:38])([CH3:36])[CH3:37])=[O:33])=[CH:28][CH:29]=[CH:30][CH:31]=3)=[CH:24][CH:25]=2)[C:11]2[CH:6]=[CH:7][CH:8]=[CH:9][C:10]=2[N:14]=1)[CH3:16] |f:1.2|. Procedure: tert.butyl 4'-[(7-n-butoxy-2-n-butyl-4-methyl-benzimidazol-1-yl)-methyl]biphenyl-2-carboxylate oil, Rf value: 0.55 (Silica gel: methylene chloride/ethanol=19:1) Reactants: 11a-chloro methacycline, stainless steel, CC=1C=CC(=CC1)S(=O)(=O)O (p-toluene sulfonate), tertiary phosphine, OC(=O)C=1C(O)=CC=C(S(=O)(=O)O)C1 (Sulfosalicylic acid), C1(=CC=CC=C1)P(C1=CC=CC=C1)C1=CC=CC=C1 (triphenylphosphine), O-alkyl, 11a-halo-6-deoxy-6-demethyl-6-methylenetetracycline, bis(triphenylphosphine)(hydroxylamine hydrochloride) dichloro rhodium (II). Run in CO (methanol). Conditions: temperature 0 celsius. Yields the product alpha-6-deoxy-5-oxytetracyline sulfosalicylate, S(=O)(=O)(O)OC=1C(C(=O)[O-])=CC=CC1 (sulfosalicylate), C=1(C(=CC=CC1)S(=O)(=O)[O-])C (toluene sulfonate). RXN SMILES: C[C:2]1[CH:3]=[CH:4][C:5]([S:8]([OH:11])(=[O:10])=[O:9])=[CH:6][CH:7]=1.[C:12]1(P(C2C=CC=CC=2)C2C=CC=CC=2)C=CC=CC=1.[OH:31][C:32]([C:34]1[C:35](=[CH:37][CH:38]=[C:39]([CH:44]=1)S(O)(=O)=O)[OH:36])=[O:33]>CO>[S:8]([O:36][C:35]1[C:34](=[CH:44][CH:39]=[CH:38][CH:37]=1)[C:32]([O-:31])=[O:33])([OH:11])(=[O:10])=[O:9].[C:6]1([CH3:12])[C:5]([S:8]([O-:11])(=[O:9])=[O:10])=[CH:4][CH:3]=[CH:2][CH:7]=1. Reported procedure: In a preferred embodiment, a mixture containing an 11a-halo-6-deoxy-6-demethyl-6-methylenetetracycline. preferably the p-toluene sulfonate of 11a-chloro methacycline; bis(triphenylphosphine)(hydroxylamine hydrochloride) dichloro rhodium (II) or its O-alkyl derivative complex, preferably hydroxylamine hydrochloride complex; and a tertiary phosphine, preferably triphenylphosphine, in methanol is subjected to agitation in a stainless steel autoclave, and hydrogenated at about 50° to 90° C. under a ... The reactants are Cl (hydrogen chloride), C(C)(C)(C)OC(NC1(CCC1)C1=CC=C(C=C1)C=1N=C2N(C=CC(=N2)OC)C1C1=CC=CC=C1)=O ({1-[4-(7-methoxy-3-phenyl-imidazo[1,2-a]pyrimidin-2-yl)-phenyl]-cyclobutyl}-carbamic acid tert-butyl ester), [OH-].[Na+] (sodium hydroxide). The solvent is O1CCOCC1 (dioxane), C(Cl)Cl (DCM), CO (methanol). Conditions: time 2 hour. The product is COC1=NC=2N(C=C1)C(=C(N2)C2=CC=C(C=C2)C2(CCC2)N)C2=CC=CC=C2 (1-[4-(7-methoxy-3-phenyl-imidazo[1,2-a]pyrimidin-2-yl)-phenyl]-cyclobutylamine). Isolated yield 50.8%. RXN SMILES: C(OC(=O)[NH:7][C:8]1([C:12]2[CH:17]=[CH:16][C:15]([C:18]3[N:19]=[C:20]4[N:25]=[C:24]([O:26][CH3:27])[CH:23]=[CH:22][N:21]4[C:28]=3[C:29]3[CH:34]=[CH:33][CH:32]=[CH:31][CH:30]=3)=[CH:14][CH:13]=2)[CH2:11][CH2:10][CH2:9]1)(C)(C)C.Cl.[OH-].[Na+]>C(Cl)Cl.CO.O1CCOCC1>[CH3:27][O:26][C:24]1[CH:23]=[CH:22][N:21]2[C:28]([C:29]3[CH:34]=[CH:33][CH:32]=[CH:31][CH:30]=3)=[C:18]([C:15]3[CH:14]=[CH:13][C:12]([C:8]4([NH2:7])[CH2:9][CH2:10][CH2:11]4)=[CH:17][CH:16]=3)[N:19]=[C:20]2[N:25]=1 |f:2.3|. Procedure details: To a mixture of crude {1-[4-(7-methoxy-3-phenyl-imidazo[1,2-a]pyrimidin-2-yl)-phenyl]-cyclobutyl}-carbamic acid tert-butyl ester (550 mg) in DCM (3 mL) and methanol (1.9 mL) was added a solution of 4 M hydrogen chloride in dioxane (5.8 mL) and the mixture was stirred for 2 hours at rt. The mixture was poured onto ice, made alkaline with aqueous sodium hydroxide (2 N) and extracted three times with a mixture of DCM/methanol. The combined organic phases were washed with brine, dried and concentrat...